The task is: describe an organic reaction: reactants, conditions, products, and yield. This data is from the Open Reaction Database (ORD), a public repository of structured organic reaction records. The reactants are CC(C)(C)[O-], CN(C)C1(c2ccccc2)CCC(O)CC1, CN(C)C=O, Fc1cccc(CCl)c1, [K+]. Yields the product CN(C)C1(c2ccccc2)CCC(OCc2cccc(F)c2)CC1. Reaction SMILES: [CH3:17][C:18]([CH3:19])([O-:20])[CH3:21].[CH3:1][N:2]([C:3]1([c:10]2[cH:11][cH:12][cH:13][cH:14][cH:15]2)[CH2:4][CH2:5][CH:6]([OH:9])[CH2:7][CH2:8]1)[CH3:16].[CH3:32][N:33]([CH3:34])[CH:35]=[O:36].[F:23][c:24]1[cH:25][c:26]([CH2:27][Cl:28])[cH:29][cH:30][cH:31]1.[K+:22]>>[CH3:1][N:2]([C:3]1([c:10]2[cH:11][cH:12][cH:13][cH:14][cH:15]2)[CH2:4][CH2:5][CH:6]([O:9][CH2:27][c:26]2[cH:25][c:24]([F:23])[cH:31][cH:30][cH:29]2)[CH2:7][CH2:8]1)[CH3:16].